From a dataset of the Open Reaction Database (ORD), a public repository of structured organic reaction records. describe an organic reaction: reactants, conditions, products, and yield Starting materials: CC(C)CC(N)c1cccnn1, CCCCCCC, CCO, CC(C)O, O=C(O)c1ccc(N2CC(F)(F)C2)c(OCC2CC2)n1. Yields the product CC(C)CC(NC(=O)c1ccc(N2CC(F)(F)C2)c(OCC2CC2)n1)c1cccnn1. As a reaction SMILES: [CH3:21][CH:22]([CH2:23][CH:24]([NH2:25])[c:26]1[n:27][n:28][cH:29][cH:30][cH:31]1)[CH3:32].[CH3:33][CH2:34][CH2:35][CH2:36][CH2:37][CH2:38][CH3:39].[CH3:40][CH2:41][OH:42].[CH3:43][CH:44]([OH:45])[CH3:46].[CH:1]1([CH2:4][O:5][c:6]2[c:7]([N:15]3[CH2:16][C:17]([F:19])([F:20])[CH2:18]3)[cH:8][cH:9][c:10]([C:12](=[O:13])[OH:14])[n:11]2)[CH2:2][CH2:3]1>>[CH:1]1([CH2:4][O:5][c:6]2[c:7]([N:15]3[CH2:16][C:17]([F:19])([F:20])[CH2:18]3)[cH:8][cH:9][c:10]([C:12](=[O:14])[NH:25][CH:24]([CH2:23][CH:22]([CH3:21])[CH3:32])[c:26]3[n:27][n:28][cH:29][cH:30][cH:31]3)[n:11]2)[CH2:2][CH2:3]1.